From a dataset of the Open Reaction Database (ORD), a public repository of structured organic reaction records. describe an organic reaction: reactants, conditions, products, and yield Starting materials: CC1=CC=C(C=C1)S(=O)(=O)NCCC=1C=CC=C2C=C(CC12)C (4-methyl-N-[2-(2-methyl-1H-inden-7-yl)ethyl]-benzenesulfonamide), C(=O)([O-])[O-].[Cs+].[Cs+] (Cs2CO3), white solid, C(C)(C)I (iPrI). Solvent: CN(C)C=O (DMF). Conditions: temperature 50 celsius, time 3 day. The product is C(C)(C)N(S(=O)(=O)C1=CC=C(C=C1)C)CCC=1C=CCC2=CC(=CC12)C (N-Isopropyl-4-methyl-N-[2-(2-methyl-4H-inden-7-yl)ethyl]benzenesulfonamide). RXN SMILES: [CH3:1][C:2]1[CH:7]=[CH:6][C:5]([S:8]([NH:11][CH2:12][CH2:13][C:14]2[CH:15]=[CH:16][CH:17]=[C:18]3[C:22]=2[CH2:21][C:20]([CH3:23])=[CH:19]3)(=[O:10])=[O:9])=[CH:4][CH:3]=1.C([O-])([O-])=O.[Cs+].[Cs+].[CH:30](I)([CH3:32])[CH3:31]>CN(C=O)C>[CH:30]([N:11]([CH2:12][CH2:13][C:14]1[CH:15]=[CH:16][CH2:17][C:18]2[C:22]=1[CH:21]=[C:20]([CH3:23])[CH:19]=2)[S:8]([C:5]1[CH:4]=[CH:3][C:2]([CH3:1])=[CH:7][CH:6]=1)(=[O:10])=[O:9])([CH3:32])[CH3:31] |f:1.2.3|. Reported procedure: At room temperature, to a solution of 11.4 g (34.8 mmol) of 4-methyl-N-[2-(2-methyl-1H-inden-7-yl)ethyl]-benzenesulfonamide in 75 mL of dry DMF, 17.0 g (52.3 mmol) of Cs2CO3 was added, and then 11.9 g (69.8 mmol) of iPrI was added dropwise over a period of 10 minutes. This mixture was then stirred for 3 days at 50° C., and then evaporated via vacuum. To the residue, 200 mL of water and 200 mL of dichloromethane were added. The organic layer was separated, and the aqueous layer was washed with 20... Reactants: ClC(C(=O)C=1C(=NN2C1C=CC=C2)C(C)C)C (2-chloro-1-(2-isopropylpyrazolo[1,5-a]pyridin-3-yl)propan-1-one), CNCC1=CC=CC=C1 (N-methyl benzylamine). RXN SMILES: Cl[CH:2]([CH3:17])[C:3]([C:5]1[C:6]([CH:14]([CH3:16])[CH3:15])=[N:7][N:8]2[CH:13]=[CH:12][CH:11]=[CH:10][C:9]=12)=[O:4].[CH3:18][NH:19][CH2:20][C:21]1[CH:26]=[CH:25][CH:24]=[CH:23][CH:22]=1>CO.[Na+].[I-]>[CH2:20]([N:19]([CH3:18])[CH:2]([CH3:17])[C:3]([C:5]1[C:6]([CH:14]([CH3:16])[CH3:15])=[N:7][N:8]2[CH:13]=[CH:12][CH:11]=[CH:10][C:9]=12)=[O:4])[C:21]1[CH:26]=[CH:25][CH:24]=[CH:23][CH:22]=1 |f:3.4|. Reported procedure: A mixture of 2.37 g (13.4 mmol) of 2-chloro-1-(2-isopropylpyrazolo[1,5-a]pyridin-3-yl)propan-1-one, 1.74 ml (13.4 mmol) of N-methyl benzylamine and 50 mg of NaI in 15 ml of MeOH was refluxed overnight. The mixture obtained after evaporation of the solvent was purified on an Al2O3 column, and recrystallized from ether/hexane to obtain 1.5 g of 2-(benzyl(methyl)amino)-1-(2-isopropylpyrazolo[1,5-a]pyridin-3-yl)propan-1-one. Compound 1041. The reagents and catalysts are [Na+].[I-] (NaI). Yield: 33.4%. Product: C(C1=CC=CC=C1)N(C(C(=O)C=1C(=NN2C1C=CC=C2)C(C)C)C)C (2-(benzyl(methyl)amino)-1-(2-isopropylpyrazolo[1,5-a]pyridin-3-yl)propan-1-one). Run in CO (MeOH). The reactants are C1(CCCCC1)C1(OC(N2C1CN(CC2)C(C2=CC=CC=C2)(C2=CC=CC=C2)C2=CC=CC=C2)=O)C2CCCCC2 (hexahydro-1,1-dicyclohexyl-7-(triphenylmethyl)-3H-oxazolo[3,4-a]pyrazin-3-one), Cl.C(C)(=O)OCC (hydrogen chloride ethyl acetate). The solvent is O1CCCC1 (tetrahydrofuran). Run at time 2.5 hour. Yields the product C1(CCCCC1)C1(OC(N2C1CNCC2)=O)C2CCCCC2 (1,1-Dicyclohexyl-hexahydro-3H-oxazolo[3,4-a]pyrazin-3-one). The yield is 78.7%. As a reaction SMILES: [CH:1]1([C:7]2([CH:36]3[CH2:41][CH2:40][CH2:39][CH2:38][CH2:37]3)[CH:11]3[CH2:12][N:13](C(C4C=CC=CC=4)(C4C=CC=CC=4)C4C=CC=CC=4)[CH2:14][CH2:15][N:10]3[C:9](=[O:35])[O:8]2)[CH2:6][CH2:5][CH2:4][CH2:3][CH2:2]1.Cl.C(OCC)(=O)C>O1CCCC1>[CH:36]1([C:7]2([CH:1]3[CH2:2][CH2:3][CH2:4][CH2:5][CH2:6]3)[CH:11]3[CH2:12][NH:13][CH2:14][CH2:15][N:10]3[C:9](=[O:35])[O:8]2)[CH2:41][CH2:40][CH2:39][CH2:38][CH2:37]1 |f:1.2|. Procedure: To a solution of hexahydro-1,1-dicyclohexyl-7-(triphenylmethyl)-3H-oxazolo[3,4-a]pyrazin-3-one (0.92 g, 1.7 mmol) in tetrahydrofuran (5 mL) was added a 4 M hydrogen chloride/ethyl acetate solution (5 mL) with ice cooling, and the mixture was stirred at room temperature for 2.5 hours. The reaction solution was concentrated under reduced pressure, water was then added thereto and washed with diethyl ether. To the aqueous layer was added sodium hydrogen carbonate, and the mixture was adjusted to pH... Starting materials: CS(=O)(=O)c1ccc(C(CC2CCOCC2)C(=O)Nc2cnc(Br)cn2)cc1Cl, CN(C)C=O, [Cu]I, N#C[K], C1COCCOCCOCCOCCOCCO1, c1ccc(P(c2ccccc2)(c2ccccc2)[Pd](P(c2ccccc2)(c2ccccc2)c2ccccc2)(P(c2ccccc2)(c2ccccc2)c2ccccc2)P(c2ccccc2)(c2ccccc2)c2ccccc2)cc1. Yields the product CS(=O)(=O)c1ccc(C(CC2CCOCC2)C(=O)Nc2cnc(C#N)cn2)cc1Cl. Reaction SMILES: [Br:1][c:2]1[n:3][cH:4][c:5]([NH:8][C:9]([CH:10]([CH2:11][CH:12]2[CH2:13][CH2:14][O:15][CH2:16][CH2:17]2)[c:18]2[cH:19][c:20]([Cl:28])[c:21]([S:24](=[O:25])(=[O:26])[CH3:27])[cH:22][cH:23]2)=[O:29])[n:6][cH:7]1.[CH3:51][N:52]([CH3:53])[CH:54]=[O:55].[Cu:56][I:57].[K:30][C:31]#[N:32].[O:33]1[CH2:34][CH2:35][O:36][CH2:37][CH2:38][O:39][CH2:40][CH2:41][O:42][CH2:43][CH2:44][O:45][CH2:46][CH2:47][O:48][CH2:49][CH2:50]1.[cH:58]1[cH:59][cH:60][c:61]([P:62]([Pd:63]([P:64]([c:65]2[cH:66][cH:67][cH:68][cH:69][cH:70]2)([c:71]2[cH:72][cH:73][cH:74][cH:75][cH:76]2)[c:77]2[cH:78][cH:79][cH:80][cH:81][cH:82]2)([P:83]([c:84]2[cH:85][cH:86][cH:87][cH:88][cH:89]2)([c:90]2[cH:91][cH:92][cH:93][cH:94][cH:95]2)[c:96]2[cH:97][cH:98][cH:99][cH:100][cH:101]2)[P:102]([c:103]2[cH:104][cH:105][cH:106][cH:107][cH:108]2)([c:109]2[cH:110][cH:111][cH:112][cH:113][cH:114]2)[c:115]2[cH:116][cH:117][cH:118][cH:119][cH:120]2)([c:121]2[cH:122][cH:123][cH:124][cH:125][cH:126]2)[c:127]2[cH:128][cH:129][cH:130][cH:131][cH:132]2)[cH:133][cH:134]1>>[c:2]1([C:31]#[N:32])[n:3][cH:4][c:5]([NH:8][C:9]([CH:10]([CH2:11][CH:12]2[CH2:13][CH2:14][O:15][CH2:16][CH2:17]2)[c:18]2[cH:19][c:20]([Cl:28])[c:21]([S:24](=[O:25])(=[O:26])[CH3:27])[cH:22][cH:23]2)=[O:29])[n:6][cH:7]1.